This data is from the Open Reaction Database (ORD), a public repository of structured organic reaction records. The task is: describe an organic reaction: reactants, conditions, products, and yield Reaction SMILES: [CH3:19][CH2:20][OH:21].[CH3:1][c:2]1[cH:3][c:4](-[c:8]2[cH:9][c:10]([N+:16]([O-:17])=[O:18])[c:11]([O:14][CH3:15])[cH:12][cH:13]2)[n:5][cH:6][cH:7]1.[O:22]1[CH2:23][CH2:24][CH2:25][CH2:26]1>>[CH3:1][c:2]1[cH:3][c:4](-[c:8]2[cH:9][c:10]([NH2:16])[c:11]([O:14][CH3:15])[cH:12][cH:13]2)[n:5][cH:6][cH:7]1. Product: COc1ccc(-c2cc(C)ccn2)cc1N. The reactants are CCO, COc1ccc(-c2cc(C)ccn2)cc1[N+](=O)[O-], C1CCOC1. Reactants: ClC1=NC=CN=C1OCCOC1=CC=C(C=C1)Cl (2-chloro-3-[2-(4-chlorophenoxy)ethoxy]pyrazine), 0, NC1CNCC1 (3-aminopyrrolidine). Yields the product NC1CN(CC1)C=1C(=NC=CN1)OCCOC1=CC=C(C=C1)Cl (2-(4-Chlorophenoxy)ethyl 3-(3-amino-1-pyrrolidinyl)-2-pyrazinyl ether). RXN SMILES: Cl[C:2]1[C:7]([O:8][CH2:9][CH2:10][O:11][C:12]2[CH:17]=[CH:16][C:15]([Cl:18])=[CH:14][CH:13]=2)=[N:6][CH:5]=[CH:4][N:3]=1.[NH2:19][CH:20]1[CH2:24][CH2:23][NH:22][CH2:21]1>>[NH2:19][CH:20]1[CH2:24][CH2:23][N:22]([C:2]2[C:7]([O:8][CH2:9][CH2:10][O:11][C:12]3[CH:17]=[CH:16][C:15]([Cl:18])=[CH:14][CH:13]=3)=[N:6][CH:5]=[CH:4][N:3]=2)[CH2:21]1. Procedure details: The title compound was prepared according to the procedure described in Example 4, Step 2, starting from 2-chloro-3-[2-(4-chlorophenoxy)ethoxy]pyrazine* (150 mg, 0 53 mmol) and 3-aminopyrrolidine (247 mg. 2.87 mmol) with the exception that a final extraction step between EtOAc and 5% aqueous NaOH was carried out. This gave 123 mg (69%) of the title product. Anal. (C16H19Cl N4O2) H, N; C: calcd, 57.40; founds 56.9. Starting materials: C1(=CC=CC2=CC=CC=C12)S(=O)(=O)C1=C(C=2C3=C(N(C2C=C1)C)CC1CCC3N1)C(=O)OC(C)(C)C (tert-butyl 2-(1-napthyl)sulfonyl-5-methyl-5,6,7,8,9,10-hexahydro-7,10-epiminocyclohepta[b]indole-carboxylate), Cl (HCl). The solvent is C(C)OCC (diethyl ether). The product is Cl.C1(=CC=CC2=CC=CC=C12)S(=O)(=O)C=1C=C2C3=C(N(C2=CC1)C)CC1CCC3N1 (2-(1-napthyl)sulfonyl-5-methyl-5,6,7,8,9,10-hexahydro-7,10-epiminocyclohepta[b]indole hydrochloride). RXN SMILES: [C:1]1([S:11]([C:14]2[CH:22]=[CH:21][C:20]3[N:19]([CH3:23])[C:18]4[CH2:24][CH:25]5[NH:29][CH:28]([C:17]=4[C:16]=3[C:15]=2C(OC(C)(C)C)=O)[CH2:27][CH2:26]5)(=[O:13])=[O:12])[C:10]2[C:5](=[CH:6][CH:7]=[CH:8][CH:9]=2)[CH:4]=[CH:3][CH:2]=1.[ClH:37]>C(OCC)C>[ClH:37].[C:1]1([S:11]([C:14]2[CH:15]=[C:16]3[C:20](=[CH:21][CH:22]=2)[N:19]([CH3:23])[C:18]2[CH2:24][CH:25]4[NH:29][CH:28]([C:17]3=2)[CH2:27][CH2:26]4)(=[O:12])=[O:13])[C:10]2[C:5](=[CH:6][CH:7]=[CH:8][CH:9]=2)[CH:4]=[CH:3][CH:2]=1 |f:3.4|. Procedure details: The product of step A was subjected to Boc-deprotection with 2 M HCl in diethyl ether following the procedure of Example 28, step C. The crude material was purified by flash column chromatography (SiO2, 80:18:2 chloroform/methanol/ammonium hydroxide) followed by semi-preparative HPLC. The free base was treated with 1.25 M HCl in methanol (0.5 mL) and lyophilized to give 2-(1-napthyl)sulfonyl-5-methyl-5,6,7,8,9,10-hexahydro-7,10-epiminocyclohepta[b]indole hydrochloride (5 mg, 12%, AUC HPLC 97.9%)... The reactants are [Mn](=O)(=O)(=O)[O-].[K+] (potassium permanganate), ClC1=C(C(=CC=C1)[N+](=O)[O-])C (2-chloro-6-nitro-toluene), [Mn](=O)(=O)(=O)[O-].[K+] (potassium permanganate), [OH-].[K+] (potassium hydroxide). The solvent is O (water). Reaction conditions: temperature 100 celsius, time 8 hour. Product: ClC1=C(C(=O)O)C(=CC=C1)[N+](=O)[O-] (2-Chloro-6-nitro-benzoic acid). RXN SMILES: [Cl:1][C:2]1[CH:7]=[CH:6][CH:5]=[C:4]([N+:8]([O-:10])=[O:9])[C:3]=1[CH3:11].[Mn]([O-])(=O)(=O)=[O:13].[K+].[OH-:18].[K+]>O>[Cl:1][C:2]1[CH:7]=[CH:6][CH:5]=[C:4]([N+:8]([O-:10])=[O:9])[C:3]=1[C:11]([OH:13])=[O:18] |f:1.2,3.4|. Reported procedure: A mixture of 77.7 gm (0.453 mol) of 2-chloro-6-nitro-toluene, 190 gm (1.2 mol) of potassium permanganate, 500 ml of 1 N potassium hydroxide and 4 liters of water was heated for 8.5 hours at 100° C. After standing overnight, 25 gm (0.16 mol) of potassium permanganate were added, and the reaction mixture was heated for 2.5 hours more at 100° C. The unreacted starting material was distilled off by steam distillation. The remaining reaction solution was filtered, the filter cake was washed with hot ...